From a dataset of the Open Reaction Database (ORD), a public repository of structured organic reaction records. describe an organic reaction: reactants, conditions, products, and yield Reactants: ClCCC[Si](OC)(OC)OC (3-chloropropyltrimethoxysilane), [N-]=[N+]=[N-].[Na+] (sodium azide), Example 1 ( a ). RXN SMILES: Cl[CH2:2][CH2:3][CH2:4][Si:5]([O:10][CH3:11])([O:8][CH3:9])[O:6][CH3:7].[N-:12]=[N+:13]=[N-:14].[Na+]>C(#N)C>[N:12]([CH2:2][CH2:3][CH2:4][Si:5]([O:10][CH3:11])([O:8][CH3:9])[O:6][CH3:7])=[N+:13]=[N-:14] |f:1.2|. The product is N(=[N+]=[N-])CCC[Si](OC)(OC)OC (3-azidopropyltrimethoxysilane). Reported procedure: 1.0 mole of 3-chloropropyltrimethoxysilane and 1.1 moles of sodium azide were heated in the presence of 3 mole percent of the catalyst described in Example 1 (a) in 500 ml of acetonitrile for eight hours with stirring and under reflux. After separation of the salt the subsequent distillation under reduced pressure gave the 3-azidopropyltrimethoxysilane now in a yield of 95 weight percent. Run in C(C)#N (acetonitrile). Reactants: C1CCC2=CC(=CC=C12)O (5-indanol), C[O-].[Na+] (sodium methoxide), [I-].[K+] (potassium iodide), BrC(C(=O)OC)C1=CC=C(C=C1)OC1=CC=C(C=C1)Cl (methyl α-bromo-α-[p-(p-chlorophenoxy)phenyl]acetate). The solvent is O (water), CO (methanol), C1=CC=CC=C1 (benzene). Product: C1CCC2=CC(=CC=C12)OC(C(=O)OC)C1=CC=C(C=C1)OC1=CC=C(C=C1)Cl (Methyl α-(5-indanyloxy)-α-[p-(p-chlorophenoxy)phenyl]acetate). RXN SMILES: [CH2:1]1[C:9]2[C:4](=[CH:5][C:6]([OH:10])=[CH:7][CH:8]=2)[CH2:3][CH2:2]1.C[O-].[Na+].[I-].[K+].Br[CH:17]([C:22]1[CH:27]=[CH:26][C:25]([O:28][C:29]2[CH:34]=[CH:33][C:32]([Cl:35])=[CH:31][CH:30]=2)=[CH:24][CH:23]=1)[C:18]([O:20][CH3:21])=[O:19]>CO.C1C=CC=CC=1.O>[CH2:1]1[C:9]2[C:4](=[CH:5][C:6]([O:10][CH:17]([C:22]3[CH:27]=[CH:26][C:25]([O:28][C:29]4[CH:30]=[CH:31][C:32]([Cl:35])=[CH:33][CH:34]=4)=[CH:24][CH:23]=3)[C:18]([O:20][CH3:21])=[O:19])=[CH:7][CH:8]=2)[CH2:3][CH2:2]1 |f:1.2,3.4|. Procedure: To a solution of 3.36 g of 5-indanol, 1.19 g of sodium methoxide and 50 mg of potassium iodide in 40 ml of methanol is added 7.11 g of methyl α-bromo-α-[p-(p-chlorophenoxy)phenyl]acetate in 10 ml of benzene. The mixture is refluxed overnight and added to 100 ml of water. The mixture is then extracted with 2 × 75 ml of ether and the combined extracts are washed with 50 ml of 5% NaOH, 50 ml of water, 50 ml of saturated brine and dried (MgSO4). Evaporation of the solvent yields a yellow oil. Chroma... Reactants: O=C(NCC12CC3CC(CC(C3)C1)C2)c1cc(Cl)ncc1Cl, C=CCN(CCCO[Si](C)(C)C(C)(C)C)C(=O)OC(C)(C)C, CN(C)C=O, [K+], [K+], [K+], C1CCOC1, O, O=P([O-])([O-])[O-], c1ccc(P(c2ccccc2)(c2ccccc2)[Pd](P(c2ccccc2)(c2ccccc2)c2ccccc2)(P(c2ccccc2)(c2ccccc2)c2ccccc2)P(c2ccccc2)(c2ccccc2)c2ccccc2)cc1. Yields the product CC(C)(C)OC(=O)N(CCCO[Si](C)(C)C(C)(C)C)CCCc1cc(C(=O)NCC23CC4CC(CC(C4)C2)C3)c(Cl)cn1. As a reaction SMILES: [C:31]12([CH2:41][NH:42][C:43]([c:44]3[cH:45][c:46]([Cl:51])[n:47][cH:48][c:49]3[Cl:50])=[O:52])[CH2:32][CH:33]3[CH2:34][CH:35]([CH2:36][CH:37]([CH2:38]1)[CH2:39]3)[CH2:40]2.[CH2:1]([CH:2]=[CH2:3])[N:4]([C:5]([O:6][C:7]([CH3:8])([CH3:9])[CH3:10])=[O:11])[CH2:12][CH2:13][CH2:14][O:15][Si:16]([CH3:17])([CH3:18])[C:19]([CH3:20])([CH3:21])[CH3:22].[CH3:59][N:60]([CH3:61])[CH:62]=[O:63].[K+:28].[K+:29].[K+:30].[O:53]1[CH2:54][CH2:55][CH2:56][CH2:57]1.[OH2:58].[P:23]([O-:24])([O-:25])([O-:26])=[O:27].[cH:64]1[cH:65][cH:66][c:67]([P:68]([Pd:69]([P:70]([c:71]2[cH:72][cH:73][cH:74][cH:75][cH:76]2)([c:77]2[cH:78][cH:79][cH:80][cH:81][cH:82]2)[c:83]2[cH:84][cH:85][cH:86][cH:87][cH:88]2)([P:89]([c:90]2[cH:91][cH:92][cH:93][cH:94][cH:95]2)([c:96]2[cH:97][cH:98][cH:99][cH:100][cH:101]2)[c:102]2[cH:103][cH:104][cH:105][cH:106][cH:107]2)[P:108]([c:109]2[cH:110][cH:111][cH:112][cH:113][cH:114]2)([c:115]2[cH:116][cH:117][cH:118][cH:119][cH:120]2)[c:121]2[cH:122][cH:123][cH:124][cH:125][cH:126]2)([c:127]2[cH:128][cH:129][cH:130][cH:131][cH:132]2)[c:133]2[cH:134][cH:135][cH:136][cH:137][cH:138]2)[cH:139][cH:140]1>>[CH2:1]([CH2:2][CH2:3][c:46]1[cH:45][c:44]([C:43]([NH:42][CH2:41][C:31]23[CH2:32][CH:33]4[CH2:34][CH:35]([CH2:36][CH:37]([CH2:38]2)[CH2:39]4)[CH2:40]3)=[O:52])[c:49]([Cl:50])[cH:48][n:47]1)[N:4]([C:5]([O:6][C:7]([CH3:8])([CH3:9])[CH3:10])=[O:11])[CH2:12][CH2:13][CH2:14][O:15][Si:16]([CH3:17])([CH3:18])[C:19]([CH3:20])([CH3:21])[CH3:22]. Reactants: C(C1=CC=CC=C1)OC1=CC=C(C=C1)C=1N(C=C(N1)/C=C/C(=O)OC(C)(C)C)C1CCCCC1 (tert-butyl (2E)-3-{2-[4-(benzyloxy)phenyl]-1-cyclohexyl-1H-imidazol-4-yl}-2-propenoate), FC(C(=O)O)(F)F (trifluoroacetic acid). Run in C(Cl)Cl (CH2Cl2). Reaction conditions: time 17 hour. The product is C(C1=CC=CC=C1)OC1=CC=C(C=C1)C=1N(C=C(N1)/C=C/C(=O)O)C1CCCCC1 ((2E)-3-{2-[4-(benzyloxy)phenyl]-1-cyclohexyl-1H-imidazol-4-yl}-2-propenoic acid). The yield is 92.1%. Reaction SMILES: [CH2:1]([O:8][C:9]1[CH:14]=[CH:13][C:12]([C:15]2[N:16]([CH:29]3[CH2:34][CH2:33][CH2:32][CH2:31][CH2:30]3)[CH:17]=[C:18](/[CH:20]=[CH:21]/[C:22]([O:24]C(C)(C)C)=[O:23])[N:19]=2)=[CH:11][CH:10]=1)[C:2]1[CH:7]=[CH:6][CH:5]=[CH:4][CH:3]=1.FC(F)(F)C(O)=O>C(Cl)Cl>[CH2:1]([O:8][C:9]1[CH:10]=[CH:11][C:12]([C:15]2[N:16]([CH:29]3[CH2:34][CH2:33][CH2:32][CH2:31][CH2:30]3)[CH:17]=[C:18](/[CH:20]=[CH:21]/[C:22]([OH:24])=[O:23])[N:19]=2)=[CH:13][CH:14]=1)[C:2]1[CH:3]=[CH:4][CH:5]=[CH:6][CH:7]=1. Reported procedure: To a solution of 12.5 (53 mg, 0.116 mmol) in CH2Cl2 (2 ml) was added trifluoroacetic acid (3 ml) and the mixture was stirred for 17 h and concentrated. The crude product was purified by semi-preparative HPLC (gradient elution: 50 to 100% CH3CN/H2O+0.1% TFA) to afford 43 mg (72%) of 12.6. HRMS (ESI) calc'd for C25H27N2O3 403.2022, found 403.2026 (M+H+); 1H NMR (300 MHz, CDCl3) δ 7.59–7.56 (m, 3H), 7.46–7.34 (m, 6H), 7.13 (d, J=8.4, 2H), 6.74 (d, J=15.7, 1H), 5.12 (s, 2H), 4.20–4.11 (m, 1H), 2.07–... Starting materials: BrC1=CC=C(C=C1)C1CCC(CC1)=COC (1-bromo-4-[4-(methoxymethyli-dene)cyclohexyl]benzene), O1CCCC1 (tetrahydrofuran). Run in O (water). The product is BrC1=CC=C(C=C1)C1CCC(CC1)C=O (4-(4-bromophenyl)cyclohexanecarboxaldehyde). The yield is 95.1%. RXN SMILES: [Br:1][C:2]1[CH:7]=[CH:6][C:5]([CH:8]2[CH2:13][CH2:12][C:11](=[CH:14][O:15]C)[CH2:10][CH2:9]2)=[CH:4][CH:3]=1.O1CCCC1>O>[Br:1][C:2]1[CH:3]=[CH:4][C:5]([CH:8]2[CH2:9][CH2:10][CH:11]([CH:14]=[O:15])[CH2:12][CH2:13]2)=[CH:6][CH:7]=1. Procedure details: A mixture of 10.4 g of 1-bromo-4-[4-(methoxymethyli-dene)cyclohexyl]benzene and 100 ml of tetrahydrofuran/2N hydrochloric acid (vol. 4:1) was heated to reflux for 30 minutes in a round flask. Subsequently, the reaction mixture was poured into 100 ml of water and extracted three times with 100 ml of diethyl ether each time. The organic phases were washed with 100 ml of water, dried over magnesium sulphate and concentrated. There were obtained 9.4 g of 4-(4-bromophenyl)cyclohexanecarboxaldehyde as... Run in C(C)(=O)O (acetic acid), C(C)(=O)O (acetic acid). The reactants are OC=1C(=CC2=CC=CC=C2C1)C(=O)O (3-Hydroxynaphthalene-2-carboxylic acid), BrBr (bromine). Procedure details: 3-Hydroxynaphthalene-2-carboxylic acid (3.0 g, 15.9 mmol) was suspended in acetic acid (40 mL) and with vigorous stirring a solution of bromine (817 μL, 15.9 mmol) in acetic acid (10 mL) was added drop wise during 30 minutes. The suspension was stirred at room temperature for 1 hour, filtered and washed with water. Drying in vacuo afforded 3.74 g (88%) of 4-bromo-3-hydroxynaphthalene-2-carboxylic acid as a solid. RXN SMILES: [OH:1][C:2]1[C:3]([C:12]([OH:14])=[O:13])=[CH:4][C:5]2[C:10]([CH:11]=1)=[CH:9][CH:8]=[CH:7][CH:6]=2.[Br:15]Br>C(O)(=O)C>[Br:15][C:11]1[C:10]2[C:5](=[CH:6][CH:7]=[CH:8][CH:9]=2)[CH:4]=[C:3]([C:12]([OH:14])=[O:13])[C:2]=1[OH:1]. Conditions: time 1 hour. The yield is 88.1%. Yields the product BrC1=C(C(=CC2=CC=CC=C12)C(=O)O)O (4-bromo-3-hydroxynaphthalene-2-carboxylic acid). RXN SMILES: O.[C:2]([OH:6])(=[O:5])[CH:3]=[O:4].C(=O)C.C(O)(C)C.[P:14](=[O:18])([OH:17])([OH:16])[OH:15]>>[P:14]([O-:18])([OH:17])([OH:16])=[O:15].[C:2]([OH:6])(=[O:5])[CH:3]=[O:4] |f:0.1|. Yields the product P(=O)(O)(O)[O-] (dihydrogenphosphate), 4'-methoxy-4-diazodiphenylamine, C(C=O)(=O)O (glyoxylic acid). Run at temperature 40 celsius, time 20 hour. Procedure: 32.3 g (0.100 mole) of 4'-methoxy-4-diazodiphenylamine hydrogensulfate was dissolved in 70 ml of an 85% phosphoric acid solution. Then 6.64 g (0.0700 mole) of glyoxylic acid monohydrate (97%) was added to this solution and the mixture was stirred at 40° C. for 20 hours. Then 3.96 g (0.0900 mole) of acetaldehyde was added to the reaction mixture and the mixture was stirred at 40° C. for additional 20 hours. Thereafter, the reaction solution was poured into 800 ml of isopropyl alcohol while stirri... The reactants are 4'-methoxy-4-diazodiphenylamine hydrogensulfate, P(O)(O)(O)=O (phosphoric acid), O.C(C=O)(=O)O (glyoxylic acid monohydrate), C(C)=O (acetaldehyde), C(C)(C)O (isopropyl alcohol). Reactants: FC(C=1C=NC=2C(CCCC2C1)C(=O)N)(F)F (3-trifluoromethyl-5,6,7,8-tetrahydroquinoline-8-carboxamide), P12(=S)SP3(=S)SP(=S)(S1)SP(=S)(S2)S3 (P2S5). The solvent is S (H2S), N1=CC=CC=C1 (pyridine), S (H2S). Reaction conditions: temperature 0 celsius. Product: FC(C=1C=NC=2C(CCCC2C1)C(N)=S)(F)F (3-Trifluoromethyl-5,6,7,8-Tetrahydroquinoline-8-thiocarboxamide). As a reaction SMILES: [F:1][C:2]([F:17])([F:16])[C:3]1[CH:4]=[N:5][C:6]2[CH:7]([C:13]([NH2:15])=O)[CH2:8][CH2:9][CH2:10][C:11]=2[CH:12]=1.P12(SP3(SP(SP(S3)(S1)=S)(=S)S2)=S)=[S:19]>N1C=CC=CC=1.S>[F:1][C:2]([F:17])([F:16])[C:3]1[CH:4]=[N:5][C:6]2[CH:7]([C:13](=[S:19])[NH2:15])[CH2:8][CH2:9][CH2:10][C:11]=2[CH:12]=1. Procedure details: The amide (1 mol) is dissolved in dry pyridine saturated with H2S gas and treated with P2S5 (1 mol) then heated at reflux for 45 min. while maintaining a slow stream of H2S gas. The reaction mixture is evaporated to dryness in vacuo and cooled to 0° C, made alkaline with 10% sodium hydroxide and the solution extracted with chloroform (3 times). The combined extracts are washed with brine, dried and evaporated in vacuo to give the title compound. Starting materials: Cl, O=N[O-], N#CCc1ccc(N)cc1, [Na+], O. Yields the product Cl, N#CCc1ccc(NN)cc1. Reaction SMILES: [ClH:15].[N:1]([O-:2])=[O:3].[NH2:5][c:6]1[cH:7][cH:8][c:9]([CH2:12][C:13]#[N:14])[cH:10][cH:11]1.[Na+:4].[OH2:16]>>[ClH:15].[NH2:1][NH:5][c:6]1[cH:7][cH:8][c:9]([CH2:12][C:13]#[N:14])[cH:10][cH:11]1. Reactants: [C-]#N, [C-]#N, CC(C)C(C#N)(CCCN1CCN(CCOc2cccc(C#N)c2)CC1)c1cc(Br)sc1Br, CN(C)C=O, CCOCC, O=C(C=Cc1ccccc1)C=Cc1ccccc1, N, O, [Pd], [Zn+2]. Yields the product CC(C)C(C#N)(CCCN1CCN(CCOc2cccc(C#N)c2)CC1)c1cc(C#N)sc1Br. Reaction SMILES: [C-:41]#[N:42].[C-:44]#[N:45].[C:1](#[N:2])[C:3]([CH2:4][CH2:5][CH2:6][N:7]1[CH2:8][CH2:9][N:10]([CH2:13][CH2:14][O:15][c:16]2[cH:17][c:18]([C:22]#[N:23])[cH:19][cH:20][cH:21]2)[CH2:11][CH2:12]1)([CH:24]([CH3:25])[CH3:26])[c:27]1[c:28]([Br:33])[s:29][c:30]([Br:32])[cH:31]1.[CH3:34][N:35]([CH3:36])[CH:37]=[O:38].[CH3:65][CH2:66][O:67][CH2:68][CH3:69].[CH:46](=[CH:47][C:48]([CH:49]=[CH:50][c:51]1[cH:52][cH:53][cH:54][cH:55][cH:56]1)=[O:57])[c:58]1[cH:59][cH:60][cH:61][cH:62][cH:63]1.[NH3:40].[OH2:39].[Pd:64].[Zn+2:43]>>[C:1](#[N:2])[C:3]([CH2:4][CH2:5][CH2:6][N:7]1[CH2:8][CH2:9][N:10]([CH2:13][CH2:14][O:15][c:16]2[cH:17][c:18]([C:22]#[N:23])[cH:19][cH:20][cH:21]2)[CH2:11][CH2:12]1)([CH:24]([CH3:25])[CH3:26])[c:27]1[c:28]([Br:33])[s:29][c:30]([C:34]#[N:35])[cH:31]1.